Dataset: the Open Reaction Database (ORD), a public repository of structured organic reaction records. Task: describe an organic reaction: reactants, conditions, products, and yield Starting materials: Cl.N1C=NC=2CNCCC21 (4,5,6,7-tetrahydro-imidazo-[4,5-c]-pyridine hydrochloride), C(C)(C)N=C=S (isopropyl isothiocyanate), Cl (hydrogen chloride). Run in C(C)#N (acetonitrile), C(C)O (ethanol). The product is Cl.C(C)(C)NC(=S)N1CC2=C(CC1)NC=N2 (5-(N-isopropyl-thiocarbamoyl)-4,5,6,7-tetrahydro-imidazo-[4,5-c]-pyridine hydrochloride). Yield: 76.5%. Reaction SMILES: [ClH:1].[NH:2]1[C:10]2[CH2:9][CH2:8][NH:7][CH2:6][C:5]=2[N:4]=[CH:3]1.[CH:11]([N:14]=[C:15]=[S:16])([CH3:13])[CH3:12].Cl>C(#N)C.C(O)C>[ClH:1].[CH:11]([NH:14][C:15]([N:7]1[CH2:8][CH2:9][C:10]2[NH:2][CH:3]=[N:4][C:5]=2[CH2:6]1)=[S:16])([CH3:13])[CH3:12] |f:0.1,6.7|. Reported procedure: A solution of 2 g of 4,5,6,7-tetrahydro-imidazo-[4,5-c]-pyridine hydrochloride and 2.5 g of isopropyl isothiocyanate in 20 ml of acetonitrile and 5 ml of ethanol is refluxed 8 h. Evaporation of the solvent leaves a residue that is treated with one equivalent of ethanolic hydrogen chloride. Evaporation of the solvent leaves a residue which is crystallized from acetone to give 2.5 g of 5-(N-isopropyl-thiocarbamoyl)-4,5,6,7-tetrahydro-imidazo-[4,5-c]-pyridine hydrochloride, m.p. 170°. Starting materials: F[C@@]12S(C(C(=N[C@@]1(C1=C(OCC2)C=CC(=C1)[N+](=O)[O-])C)N(C(OC(C)(C)C)=O)C(=O)OC(C)(C)C)(C)C)(=O)=O (tert-butyl N-[(4aS,11bR)-4a-fluoro-3,3,11b-trimethyl-10-nitro-4,4-dioxo-5,6-dihydro-[1]benzoxepino[4,5-b][1,4]thiazin-2-yl]-N-tert-butoxycarbonyl-carbamate). Reagents/catalysts: [Pd] (Pd on carbon). The solvent is C(C)O (Ethanol). Reaction conditions: time 2 hour. The product is NC=1C=CC2=C(C1)[C@@]1([C@@](S(C(C(=N1)N(C(OC(C)(C)C)=O)C(=O)OC(C)(C)C)(C)C)(=O)=O)(CCO2)F)C (Tert-butyl N-[(4aS,11bR)-10-amino-4a-fluoro-3,3,11b-trimethyl-4,4-dioxo-5,6-dihydro-[1]benzoxepino[4,5-b][1,4]thiazin-2-yl]-N-tert-butoxycarbonyl-carbamate). Yield: 100.0%. As a reaction SMILES: [F:1][C@:2]12[CH2:12][CH2:11][O:10][C:9]3[CH:13]=[CH:14][C:15]([N+:17]([O-])=O)=[CH:16][C:8]=3[C@@:7]1([CH3:20])[N:6]=[C:5]([N:21]([C:29]([O:31][C:32]([CH3:35])([CH3:34])[CH3:33])=[O:30])[C:22](=[O:28])[O:23][C:24]([CH3:27])([CH3:26])[CH3:25])[C:4]([CH3:37])([CH3:36])[S:3]2(=[O:39])=[O:38]>C(O)C.[Pd]>[NH2:17][C:15]1[CH:14]=[CH:13][C:9]2[O:10][CH2:11][CH2:12][C@:2]3([F:1])[S:3](=[O:39])(=[O:38])[C:4]([CH3:37])([CH3:36])[C:5]([N:21]([C:29]([O:31][C:32]([CH3:34])([CH3:35])[CH3:33])=[O:30])[C:22](=[O:28])[O:23][C:24]([CH3:25])([CH3:26])[CH3:27])=[N:6][C@:7]3([CH3:20])[C:8]=2[CH:16]=1. Procedure: A mixture of tert-butyl N-[(4aS,11bR)-4a-fluoro-3,3,11b-trimethyl-10-nitro-4,4-dioxo-5,6-dihydro-[1]benzoxepino[4,5-b][1,4]thiazin-2-yl]-N-tert-butoxycarbonyl-carbamate (20 mg, 0.035 mmol) and 10% Pd on carbon (18.62 mg, 0.017 mmol) in Ethanol (0.2 mL) was stirred under hydrogen atmosphere for 2 hours. The mixture was passed through a celite cake and rinsed with ethyl acetate and ethanol. The filtrate was concentrated in vacuo to afford the title compound (19 mg, 0.035 mmol, 100% yield) as a yel... Starting materials: OS(=O)(=O)[O-].[K+] (KHSO4), N1=CC=CC=C1 (Pyridine), C(C1=CC=CC=C1)(=O)Cl (benzoyl chloride), O1C(=CC2=C1C=CC=C2)C2=C(C(=C(C(O2)=O)C)O)C (6-(benzofuran-2-yl)-3,5-dimethyl-4-hydroxy-2H-pyran-2-one). Solvent: C(Cl)Cl (CH2Cl2). Conditions: time 50 minute. The product is O1C(=CC2=C1C=CC=C2)C2=C(C(=C(C(O2)=O)C)OC(C2=CC=CC=C2)=O)C (6-(benzofuran-2-yl)-4-benzoyloxy-3,5-dimethyl-2H-pyran-2-one). RXN SMILES: N1C=CC=CC=1.[C:7](Cl)(=[O:14])[C:8]1[CH:13]=[CH:12][CH:11]=[CH:10][CH:9]=1.[O:16]1[C:20]2[CH:21]=[CH:22][CH:23]=[CH:24][C:19]=2[CH:18]=[C:17]1[C:25]1[O:30][C:29](=[O:31])[C:28]([CH3:32])=[C:27]([OH:33])[C:26]=1[CH3:34].OS([O-])(=O)=O.[K+]>C(Cl)Cl>[O:16]1[C:20]2[CH:21]=[CH:22][CH:23]=[CH:24][C:19]=2[CH:18]=[C:17]1[C:25]1[O:30][C:29](=[O:31])[C:28]([CH3:32])=[C:27]([O:33][C:7](=[O:14])[C:8]2[CH:13]=[CH:12][CH:11]=[CH:10][CH:9]=2)[C:26]=1[CH3:34] |f:3.4|. Procedure details: Pyridine (64 μl) and benzoyl chloride (45 μl) were added to a suspension of 6-(benzofuran-2-yl)-3,5-dimethyl-4-hydroxy-2H-pyran-2-one (40 mg) in CH2Cl2 (5 ml), and the mixture was stirred at room temperature for 50 minutes. The reaction solution was poured into a KHSO4 aqueous solution and extracted with AcOEt, and the organic layer was rinsed with saturated saline and dried with MgSO4, and then filtered and concentrated. The residue was purified by silica gel column chromatography (n-hexane/AcO... Reactants: aromatic hydroxy carboxylic acids, S(=O)(=O)(OC)OC (dimethyl sulfate), C([O-])([O-])=O.[K+].[K+] (potassium carbonate), methyl ester, C1(=CC=CC=C1)OC (anisole), O1C(=CC=C1)C(=O)O (2-furoic acid). Procedure: This methyl ester was previously made by fusion of anisole and 2-furoic acid followed by esterification of the acid intermediate, J. Amer. Chem. Soc., Vol. 69, 2261 (1947). Methyl esters of methoxy carboxylic acids were prepared by methylation of aromatic hydroxy carboxylic acids with dimethyl sulfate in the presence of potassium carbonate as base, using acetone as the solvent, Houben-Weyl, Methoden der Organischen Chemie., Vol. 8, 542-3 (1952). Methylation of 2-hydroxy-1-naphthoic acid with dim... The solvent is [Na] (sodium), [OH-].[K+] (potassium hydroxide), CC(=O)C (acetone). The product is methoxy carboxylic acids, OC1=C(C2=CC=CC=C2C=C1)C(=O)O (2-hydroxy-1-naphthoic acid), S(=O)(=O)(OC)OC (dimethyl sulfate), COC(=O)C1=C(C=CC2=CC=CC=C12)OC (methyl-2-methoxy-1-naphthalenecarboxylate). Reaction SMILES: [C:1]1([O:7]C)[CH:6]=[CH:5][CH:4]=[CH:3][CH:2]=1.O1[CH:13]=[CH:12][CH:11]=[C:10]1[C:14]([OH:16])=[O:15].[S:17]([O:22][CH3:23])([O:20][CH3:21])(=[O:19])=[O:18].[C:24](=[O:27])([O-:26])[O-:25].[K+].[K+]>[Na].[OH-].[K+].CC(C)=O>[OH:7][C:1]1[CH:2]=[CH:3][C:4]2[C:5](=[CH:10][CH:11]=[CH:12][CH:13]=2)[C:6]=1[C:24]([OH:26])=[O:25].[S:17]([O:22][CH3:23])([O:20][CH3:21])(=[O:19])=[O:18].[CH3:21][O:16][C:14]([C:10]1[C:2]2[C:1](=[CH:6][CH:5]=[CH:4][CH:3]=2)[CH:13]=[CH:12][C:11]=1[O:27][CH3:24])=[O:15] |f:3.4.5,7.8,^1:29|. The reactants are intermediate 42, BrCC1=C(C=C(C=C1)F)C(=O)N1CCOCC1 ((2-(bromomethyl)-5-fluorophenyl)(morpholino)methanone), [N-]=[N+]=[N-].[Na+] (sodium azide). Solvent: CN(C=O)C (dimethylformamide). Conditions: time 1 hour. Product: N(=[N+]=[N-])CC1=C(C=C(C=C1)F)C(=O)N1CCOCC1 ((2-(Azidomethyl)-5-fluorophenyl)(morpholino)methanone). Isolated yield 87.8%. As a reaction SMILES: Br[CH2:2][C:3]1[CH:8]=[CH:7][C:6]([F:9])=[CH:5][C:4]=1[C:10]([N:12]1[CH2:17][CH2:16][O:15][CH2:14][CH2:13]1)=[O:11].[N-:18]=[N+:19]=[N-:20].[Na+]>CN(C)C=O>[N:18]([CH2:2][C:3]1[CH:8]=[CH:7][C:6]([F:9])=[CH:5][C:4]=1[C:10]([N:12]1[CH2:17][CH2:16][O:15][CH2:14][CH2:13]1)=[O:11])=[N+:19]=[N-:20] |f:1.2|. Procedure: To a solution of intermediate 42, (2-(bromomethyl)-5-fluorophenyl)(morpholino)methanone, (1.0 g, 3.32 mmol) in dimethylformamide (10 mL) was added sodium azide (230 mg, 3.5 mmol) and the mixture stirred under a nitrogen atmosphere for 1 h. The solvent was evaporated in vacuo, and the residue dissolved in CH2Cl2, then washed with water. The organic phase was dried (Na2SO4), filtered, concentrated, and the residue purified by column chromatography (SiO2, CH2Cl2) to provide 770 mg (Yield 88%) of th... The reactants are [Br-], CC(Br)C(=O)c1ccccc1, CCCC[N+](CCCC)(CCCC)CCCC, [Na], CCCCCCCC(O)CCC(=O)O. The product is CCCCCCCC(O)CCC(=O)OC(C)C(=O)c1ccccc1. As a reaction SMILES: [Br-:27].[Br:1][CH:2]([C:3](=[O:4])[c:5]1[cH:6][cH:7][cH:8][cH:9][cH:10]1)[CH3:11].[CH3:28][CH2:29][CH2:30][CH2:31][N+:32]([CH2:33][CH2:34][CH2:35][CH3:36])([CH2:37][CH2:38][CH2:39][CH3:40])[CH2:41][CH2:42][CH2:43][CH3:44].[Na:12].[OH:13][CH:14]([CH2:15][CH2:16][C:17](=[O:18])[OH:19])[CH2:20][CH2:21][CH2:22][CH2:23][CH2:24][CH2:25][CH3:26]>>[CH:2]([C:3](=[O:4])[c:5]1[cH:6][cH:7][cH:8][cH:9][cH:10]1)([CH3:11])[O:19][C:17]([CH2:16][CH2:15][CH:14]([OH:13])[CH2:20][CH2:21][CH2:22][CH2:23][CH2:24][CH2:25][CH3:26])=[O:18]. Reactants: Cl.COC([C@@H](N)CC1=CNC2=CC=CC=C12)=O (L-Tryptophan methyl ester hydrochloride), C=O (formalin). Run in CO (methanol). Reaction conditions: time 8 hour. Product: Cl.C1N[C@@H](CC=2C3=CC=CC=C3NC12)C(=O)OC (Methyl (3S)-1,2,3,4-tetrahydro-β-carboline-3-carboxylate hydrochloride). Isolated yield 82.9%. Reaction SMILES: [ClH:1].[CH3:2][O:3][C:4](=[O:17])[C@H:5]([CH2:7][C:8]1[C:16]2[C:11](=[CH:12][CH:13]=[CH:14][CH:15]=2)[NH:10][CH:9]=1)[NH2:6].[CH2:18]=O>CO>[ClH:1].[CH2:18]1[C:9]2[NH:10][C:11]3[C:16](=[CH:15][CH:14]=[CH:13][CH:12]=3)[C:8]=2[CH2:7][C@@H:5]([C:4]([O:3][CH3:2])=[O:17])[NH:6]1 |f:0.1,4.5|. Reported procedure: L-Tryptophan methyl ester hydrochloride (5.09 g) is dissolved in methanol (60 ml) and thereto is added 35% formalin (1.89 g). The mixture is stirred at room temperature overnight, and the solvent is distilled off. The residue is recrystallized from methanol to give the title compound (4.42 g, 82.9%) as colorless needles, m.p. 250°-253° C.